From a dataset of the Open Reaction Database (ORD), a public repository of structured organic reaction records. describe an organic reaction: reactants, conditions, products, and yield Reactants: CCO, CC(NC(=O)C1(C#N)CCN(c2ncnc3[nH]ccc23)CC1)c1ccc(Cl)cc1, [NH4+], [Ni], [OH-]. Product: CC(NC(=O)C1(CN)CCN(c2ncnc3[nH]ccc23)CC1)c1ccc(Cl)cc1. RXN SMILES: [CH3:32][CH2:33][OH:34].[Cl:1][c:2]1[cH:3][cH:4][c:5]([CH:8]([CH3:9])[NH:10][C:11](=[O:12])[C:13]2([C:28]#[N:29])[CH2:14][CH2:15][N:16]([c:19]3[c:20]4[c:21]([n:22][cH:23][n:24]3)[nH:25][cH:26][cH:27]4)[CH2:17][CH2:18]2)[cH:6][cH:7]1.[NH4+:30].[Ni:35].[OH-:31]>>[Cl:1][c:2]1[cH:3][cH:4][c:5]([CH:8]([CH3:9])[NH:10][C:11](=[O:12])[C:13]2([CH2:28][NH2:29])[CH2:14][CH2:15][N:16]([c:19]3[c:20]4[c:21]([n:22][cH:23][n:24]3)[nH:25][cH:26][cH:27]4)[CH2:17][CH2:18]2)[cH:6][cH:7]1. Starting materials: IC1=CC=C2C=CC(=CC2=C1)S(=O)(=O)N (7-iodonaphthalene-2-sulfonamide), O1CCN(CC1)CCOC=1C=CC=C2C=CC(=CC12)S(=O)(=O)O (8-(2-morpholinoethoxy)naphthalene-2-sulfonic acid). The product is O1CCN(CC1)CCOC=1C=CC=C2C=CC(=CC12)S(=O)(=O)N (8-(2-Morpholinoethoxy)naphthalene-2-sulfonamide). Yield: 27.0%. As a reaction SMILES: I[C:2]1[CH:11]=[C:10]2[C:5]([CH:6]=[CH:7][C:8]([S:12]([NH2:15])(=[O:14])=[O:13])=[CH:9]2)=[CH:4][CH:3]=1.[O:16]1[CH2:21][CH2:20][N:19]([CH2:22][CH2:23][O:24]C2C=CC=C3C=2C=C(S(O)(=O)=O)C=C3)[CH2:18][CH2:17]1>>[O:16]1[CH2:21][CH2:20][N:19]([CH2:22][CH2:23][O:24][C:11]2[CH:2]=[CH:3][CH:4]=[C:5]3[C:10]=2[CH:9]=[C:8]([S:12]([NH2:15])(=[O:14])=[O:13])[CH:7]=[CH:6]3)[CH2:18][CH2:17]1. Procedure: Following a procedure analogous to that for the synthesis of Intermediate 11, 8-(2-morpholinoethoxy)naphthalene-2-sulfonic acid (100 mg, 0.30 mmol) was converted to the title compound (27 mg, 27%). 1H NMR (CD3OD) δ 8.82 (d, J=1.8 Hz, 1H), 8.05-8.01 (m, 1H), 7.99-7.94 (m, 1H), 7.63-7.60 (m, 2H), 7.16 (dd, J=5.3, 3.3 Hz, 1H), 4.70-4.65 (m, 2H), 4.00 (t, J=4.7 Hz, 4H), 3.79-3.74 (m, 2H), 3.49 (d, J=4.2 Hz, 2H), 3.33 (ddd, J=3.2, 1.8, 1.7 Hz, 2H); MS(ESI−) m/z 335.3 (M−H)−. Reactants: C(C)(=O)O.C(C)(=O)NC1=CC=NC=C1 (4-acetamidopyridine acetate), [H][H] (hydrogen). The reagents and catalysts are O=[Pt]=O (PtO2). Solvent: C(C)(=O)O (acetic acid). Product: C(C)(=O)O.C(C)(=O)NC1CCNCC1 (4-acetamidopiperidine acetate). Reaction SMILES: [C:1]([OH:4])(=[O:3])[CH3:2].[C:5]([NH:8][C:9]1[CH:14]=[CH:13][N:12]=[CH:11][CH:10]=1)(=[O:7])[CH3:6].[H][H]>C(O)(=O)C.O=[Pt]=O>[C:1]([OH:4])(=[O:3])[CH3:2].[C:5]([NH:8][CH:9]1[CH2:14][CH2:13][NH:12][CH2:11][CH2:10]1)(=[O:7])[CH3:6] |f:0.1,5.6|. Procedure details: A solution of the product of Example 2 (75 g) in 750 mL acetic acid was reduced over PtO2 catalyst at 60 psi hydrogen atmosphere at 60° C. for 7 hours. The solution was filtered, concentrated and triturated with ether to afford the title compound quantitatively as a white solid which was used directly in subsequent reactions. The reactants are Cl.CN(CCCN=C=NCC)C (1-(3-dimethylaminopropyl)-3-ethylcarbodiimide hydrochloride), FC(C1=NN2C(CNCC2)=N1)(F)F (2-(Trifluoromethyl)-5,6,7,8-tetrahydro[1,2,4]triazolo[1,5-α]pyrazine), C(C)(C)(C)OC(=O)N[C@@H](CC(=O)O)CC1=C(C=C(C(=C1)F)F)F ((3R)-3-[(tert-butoxycarbonyl)amino]-4-(2,4,5-trifluorophenyl)butanoic acid), C(C)(C)(C)OC(=O)N[C@@H](CC(=O)O)CC1=C(C=C(C(=C1)F)F)F ((3R)-3-[(tert-butoxycarbonyl)amino]-4-(2,4,5-trifluorophenyl)butanoic acid), OC1=CC=CC=2NN=NC21 (hydroxybenzotriazole). The solvent is CN(C)C=O (DMF). Run at temperature 0 celsius, time 5 minute. Yields the product C(C)(C)(C)OC(=O)N[C@@H](CC(=O)N1CC=2N(CC1)N=C(N2)C(F)(F)F)CC2=C(C=C(C(=C2)F)F)F (7-[(3R)-3-[(tert-Butoxycarbonyl)amino]-4-(2,4,5-trifluorophenyl)butanoyl]-2-(trifluoromethyl)-5,6,7,8-tetrahydro[1,2,4]triazolo[1,5-α]pyrazine). Reaction SMILES: [F:1][C:2]([F:13])([F:12])[C:3]1[N:11]=[C:6]2[CH2:7][NH:8][CH2:9][CH2:10][N:5]2[N:4]=1.[C:14]([O:18][C:19]([NH:21][C@H:22]([CH2:27][C:28]1[CH:33]=[C:32]([F:34])[C:31]([F:35])=[CH:30][C:29]=1[F:36])[CH2:23][C:24](O)=[O:25])=[O:20])([CH3:17])([CH3:16])[CH3:15].OC1C2N=NNC=2C=CC=1.Cl.CN(C)CCCN=C=NCC>CN(C=O)C>[C:14]([O:18][C:19]([NH:21][C@H:22]([CH2:27][C:28]1[CH:33]=[C:32]([F:34])[C:31]([F:35])=[CH:30][C:29]=1[F:36])[CH2:23][C:24]([N:8]1[CH2:9][CH2:10][N:5]2[N:4]=[C:3]([C:2]([F:12])([F:1])[F:13])[N:11]=[C:6]2[CH2:7]1)=[O:25])=[O:20])([CH3:17])([CH3:15])[CH3:16] |f:3.4|. Reported procedure: To a solution of 2-(trifluoromethyl)-5,6,7,8-tetrahydro[1,2,4]triazolo[1,5-α]pyrazine (28.8 mg, 0.15 mmol, from Step D) and (3R)-3-[(tert-butoxycarbonyl)amino]-4-(2,4,5-trifluorophenyl)butanoic acid (Intermediate 3, 50.0 mg, 0.15 mmol) in DMF (3 mL) was added hydroxybenzotriazole (HOBT, 26.1 mg, 0.19 mmol) at 0° C. The reaction was stirred at 0° C. for 5 min, then 1-(3-dimethylaminopropyl)-3-ethylcarbodiimide hydrochloride (EDC, 37.0 mg, 0.19 mmol) was added. After removal of the ice-bath, the r... As a reaction SMILES: [C:25](=[O:26])([O-:27])[O-:28].[CH3:1][I:2].[CH3:31][CH2:32][OH:33].[CH3:4][NH:5][CH2:6][CH2:7][S:8][c:9]1[n:10][c:11]2[cH:12][cH:13][cH:14][cH:15][c:16]2[cH:17][c:18]1-[c:19]1[cH:20][cH:21][cH:22][cH:23][cH:24]1.[ClH:3].[K+:29].[K+:30]>>[CH3:4][N:5]([CH2:6][CH2:7][S:8][c:9]1[n:10][c:11]2[cH:12][cH:13][cH:14][cH:15][c:16]2[cH:17][c:18]1-[c:19]1[cH:20][cH:21][cH:22][cH:23][cH:24]1)[CH3:25].[ClH:3]. The product is CN(C)CCSc1nc2ccccc2cc1-c1ccccc1, Cl. The reactants are O=C([O-])[O-], CI, CCO, CNCCSc1nc2ccccc2cc1-c1ccccc1, Cl, [K+], [K+]. The reactants are CCOC(=O)C(F)=C(C)c1cc2c(c(Br)c1OCC)C(C)(C)CC=C2C(C)C, CC(C)C[Al+]CC(C)C, [H-]. Product: CCOc1c(C(C)=C(F)CO)cc2c(c1Br)C(C)(C)CC=C2C(C)C. As a reaction SMILES: [Br:1][c:2]1[c:3]([O:26][CH2:27][CH3:28])[c:4]([C:17](=[C:18]([C:19](=[O:20])[O:21][CH2:22][CH3:23])[F:24])[CH3:25])[cH:5][c:6]2[c:11]1[C:10]([CH3:12])([CH3:13])[CH2:9][CH:8]=[C:7]2[CH:14]([CH3:15])[CH3:16].[CH2:30]([Al+:31][CH2:32][CH:33]([CH3:34])[CH3:35])[CH:36]([CH3:37])[CH3:38].[H-:29]>>[Br:1][c:2]1[c:3]([O:26][CH2:27][CH3:28])[c:4]([C:17](=[C:18]([CH2:19][OH:20])[F:24])[CH3:25])[cH:5][c:6]2[c:11]1[C:10]([CH3:12])([CH3:13])[CH2:9][CH:8]=[C:7]2[CH:14]([CH3:15])[CH3:16]. The reactants are ClC1=CC=C(C=C1)N1N=C(C=C1)C1=CC=C(OC2=CC=C(C=C2)O)C=C1 (4-{4-[1-(4-Chloro-phenyl)-1H-pyrazol-3-yl]-phenoxy}-phenol), BrC1(C(NC(NC1=O)=O)=O)CCOCC (5-bromo-5-(2-ethoxyethyl)-pyrimidine-2,4,6-trione). Product: ClC1=CC=C(C=C1)N1N=C(C=C1)C1=CC=C(C=C1)OC1=CC=C(C=C1)OC (1-(4-Chloro-phenyl)-3-[4-(4-methoxy-phenoxy)-phenyl]-1H-pyrazole). RXN SMILES: [Cl:1][C:2]1[CH:7]=[CH:6][C:5]([N:8]2[CH:12]=[CH:11][C:10]([C:13]3[CH:26]=[CH:25][C:16]([O:17][C:18]4[CH:23]=[CH:22][C:21]([OH:24])=[CH:20][CH:19]=4)=[CH:15][CH:14]=3)=[N:9]2)=[CH:4][CH:3]=1.Br[C:28]1(CCOCC)C(=O)NC(=O)NC1=O>>[Cl:1][C:2]1[CH:3]=[CH:4][C:5]([N:8]2[CH:12]=[CH:11][C:10]([C:13]3[CH:26]=[CH:25][C:16]([O:17][C:18]4[CH:23]=[CH:22][C:21]([O:24][CH3:28])=[CH:20][CH:19]=4)=[CH:15][CH:14]=3)=[N:9]2)=[CH:6][CH:7]=1. Procedure: By the same procedure as Example 1, Part C, 4-{4-[1-(4-Chloro-phenyl)-1H-pyrazol-3-yl]-phenoxy}-phenol and 5-bromo-5-(2-methoxyethyl)-pyrimidine-2,4,6-trione (from Preparation 3B) were converted to the title compound. MS m/z: ESI+ 547.1 (M+H)+, ESI− 545.3 (M−H)−. Starting materials: BrC1(CCCCC1)C=1OC2=C(C(C1)=O)C=CC=C2CC#N (2-(1-Bromocyclohexyl)-8-cyanomethyl-4-oxo-4H-[1]-benzopyran), S(O)(O)(=O)=O (sulfuric acid), C(C)O (ethanol). The product is C1(=CCCCC1)C=1OC2=C(C(C1)=O)C=CC=C2CC(=O)OCC (Ethyl [2-(1-cyclohexenyl]-4-oxo-4H-[1]-benzopyran-8-yl]acetate). The yield is 56.0%. As a reaction SMILES: Br[C:2]1([C:8]2[O:9][C:10]3[C:18]([CH2:19][C:20]#N)=[CH:17][CH:16]=[CH:15][C:11]=3[C:12](=[O:14])[CH:13]=2)[CH2:7][CH2:6][CH2:5][CH2:4][CH2:3]1.S(=O)(=O)(O)[OH:23].[CH2:27]([OH:29])[CH3:28]>>[C:2]1([C:8]2[O:9][C:10]3[C:18]([CH2:19][C:20]([O:29][CH2:27][CH3:28])=[O:23])=[CH:17][CH:16]=[CH:15][C:11]=3[C:12](=[O:14])[CH:13]=2)[CH2:7][CH2:6][CH2:5][CH2:4][CH:3]=1. Procedure: 2-(1-Bromocyclohexyl)-8-cyanomethyl-4-oxo-4H-[1]-benzopyran (5.0 g) and 50% sulfuric acid (4 ml) were added to ethanol (400 ml) and the mixture was refluxed for 8 hours. Then, ethanol (about 300 ml) was distilled off under reduced pressure and the residue was added to water. The mixture was extracted with ethyl acetate and the extract was washed with water, dried (MgSO4) and concentrated. The residue was recrystallized from ethyl acetate to obtain the title compound, yield 56%. Reactants: CS(=O)(=O)c1csc(Br)c1, C1CCOC1, CC1(C)OB(C(=CC2CCCC2)CO)OC1(C)C, [Cs+], [F-], O. Yields the product CS(=O)(=O)c1csc(C(=CC2CCCC2)CO)c1. RXN SMILES: [Br:1][c:2]1[s:3][cH:4][c:5]([S:7](=[O:8])(=[O:9])[CH3:10])[cH:6]1.[CH2:32]1[O:33][CH2:34][CH2:35][CH2:36]1.[CH:13]1([CH:18]=[C:19]([CH2:20][OH:21])[B:22]2[O:23][C:24]([CH3:25])([CH3:26])[C:27]([CH3:28])([CH3:29])[O:30]2)[CH2:14][CH2:15][CH2:16][CH2:17]1.[Cs+:12].[F-:11].[OH2:31]>>[c:2]1([C:19](=[CH:18][CH:13]2[CH2:14][CH2:15][CH2:16][CH2:17]2)[CH2:20][OH:21])[s:3][cH:4][c:5]([S:7](=[O:8])(=[O:9])[CH3:10])[cH:6]1.